The task is: describe an organic reaction: reactants, conditions, products, and yield. This data is from the Open Reaction Database (ORD), a public repository of structured organic reaction records. Starting materials: ClCCl, NCCOc1cc([N+](=O)[O-])cc(C(F)(F)F)c1, CS(=O)(=O)Cl, c1ccncc1. Product: CS(=O)(=O)NCCOc1cc([N+](=O)[O-])cc(C(F)(F)F)c1. RXN SMILES: [Cl:29][CH2:30][Cl:31].[N+:1](=[O:2])([O-:3])[c:4]1[cH:5][c:6]([O:14][CH2:15][CH2:16][NH2:17])[cH:7][c:8]([C:10]([F:11])([F:12])[F:13])[cH:9]1.[S:24](=[O:25])(=[O:26])([CH3:27])[Cl:28].[cH:18]1[cH:19][cH:20][n:21][cH:22][cH:23]1>>[N+:1](=[O:2])([O-:3])[c:4]1[cH:5][c:6]([O:14][CH2:15][CH2:16][NH:17][S:24](=[O:25])(=[O:26])[CH3:27])[cH:7][c:8]([C:10]([F:11])([F:12])[F:13])[cH:9]1. Reactants: [Cl-], COc1ccc(COC(C(=O)O)C(C)(C)COS(=O)(=O)CCCCl)cc1, O=C(Cl)C(=O)Cl, ClCCl, OCc1cccnc1. The product is COc1ccc(COC(C(=O)OCc2cccnc2)C(C)(C)COS(=O)(=O)CCCCl)cc1. Reaction SMILES: [Cl-:41].[Cl:1][CH2:2][CH2:3][CH2:4][S:5](=[O:6])(=[O:7])[O:8][CH2:9][C:10]([CH:11]([C:12](=[O:13])[OH:14])[O:15][CH2:16][c:17]1[cH:18][cH:19][c:20]([O:23][CH3:24])[cH:21][cH:22]1)([CH3:25])[CH3:26].[Cl:27][C:28]([C:29]([Cl:30])=[O:31])=[O:32].[Cl:42][CH2:43][Cl:44].[n:33]1[cH:34][c:35]([CH2:39][OH:40])[cH:36][cH:37][cH:38]1>>[Cl:1][CH2:2][CH2:3][CH2:4][S:5](=[O:6])(=[O:7])[O:8][CH2:9][C:10]([CH:11]([C:12](=[O:13])[O:14][CH2:39][c:35]1[cH:34][n:33][cH:38][cH:37][cH:36]1)[O:15][CH2:16][c:17]1[cH:18][cH:19][c:20]([O:23][CH3:24])[cH:21][cH:22]1)([CH3:25])[CH3:26]. Reactants: ClC1=C(C=CC=C1)C1CC(C=2C(=NNC2C1)COC)=O (6-(2-chlorophenyl)-3-methoxymethyl-4,5,6,7-tetrahydroindazol-4-one), C(=N)(N)NN.Cl (aminoguanidine hydrochloride), Cl (hydrochloric acid), O (water). The solvent is C(C)O (ethanol). Yields the product Cl.ClC1=C(C=CC=C1)C1CC(C=2C(=NNC2C1)COC)=NNC(=N)N (6-(2-chlorophenyl)-4-guanidinoimino-3-methoxymethyl-4,5,6,7-tetrahydroindazole hydrochloride). The yield is 91.0%. As a reaction SMILES: [Cl:1][C:2]1[CH:7]=[CH:6][CH:5]=[CH:4][C:3]=1[CH:8]1[CH2:16][C:15]2[NH:14][N:13]=[C:12]([CH2:17][O:18][CH3:19])[C:11]=2[C:10](=O)[CH2:9]1.[C:21]([NH:24][NH2:25])([NH2:23])=[NH:22].Cl.Cl.O>C(O)C>[ClH:1].[Cl:1][C:2]1[CH:7]=[CH:6][CH:5]=[CH:4][C:3]=1[CH:8]1[CH2:16][C:15]2[NH:14][N:13]=[C:12]([CH2:17][O:18][CH3:19])[C:11]=2[C:10](=[N:25][NH:24][C:21]([NH2:23])=[NH:22])[CH2:9]1 |f:1.2,6.7|. Procedure: A mixture of 6-(2-chlorophenyl)-3-methoxymethyl-4,5,6,7-tetrahydroindazol-4-one (0.1 g), aminoguanidine hydrochloride (0.046 g), concentrated hydrochloric acid (0.086 ml), water (0.086 ml) and ethanol (10 ml) was refluxed for 5 hours. Under reduced pressure, the solvent was evaporated, and to the residue was added sodium hydrogen carbonate solution to make the solution alkaline. The mixture was extracted with ethyl acetate, and the organic layer was washed with water and concentrated under reduc... Reactants: NC1=C(C=CC=C1)NC(=S)NC1=CC=C(C=C1)C1=NC=C(C(=N1)N1CCOCC1)SC (1-(2-aminophenyl)-3-(4-(5-(methylthio)-4-morpholinopyrimidin-2-yl)phenyl)thiourea), C1(CCCCC1)N=C=NC1CCCCC1 (dicyclohexylcarbodiimide). Run in C1CCOC1 (THF). Reaction conditions: temperature 64 celsius. Yields the product CSC=1C(=NC(=NC1)C1=CC=C(C=C1)NC1=NC2=C(N1)C=CC=C2)N2CCOCC2 (N-(4-(5-(Methylthio)-4-morpholinopyrimidin-2-yl)phenyl)-1H-benzo[d]imidazol-2-amine). Yield: 72.4%. As a reaction SMILES: [NH2:1][C:2]1[CH:7]=[CH:6][CH:5]=[CH:4][C:3]=1[NH:8][C:9]([NH:11][C:12]1[CH:17]=[CH:16][C:15]([C:18]2[N:23]=[C:22]([N:24]3[CH2:29][CH2:28][O:27][CH2:26][CH2:25]3)[C:21]([S:30][CH3:31])=[CH:20][N:19]=2)=[CH:14][CH:13]=1)=S.C1(N=C=NC2CCCCC2)CCCCC1>C1COCC1>[CH3:31][S:30][C:21]1[C:22]([N:24]2[CH2:29][CH2:28][O:27][CH2:26][CH2:25]2)=[N:23][C:18]([C:15]2[CH:16]=[CH:17][C:12]([NH:11][C:9]3[NH:8][C:3]4[CH:4]=[CH:5][CH:6]=[CH:7][C:2]=4[N:1]=3)=[CH:13][CH:14]=2)=[N:19][CH:20]=1. Procedure details: A suspension of 1-(2-aminophenyl)-3-(4-(5-(methylthio)-4-morpholinopyrimidin-2-yl)phenyl)thiourea (60 mg, 0.132 mmole) and dicyclohexylcarbodiimide (31 mg, 0.15 mmole) in THF (5 ml) was heated at 64° C. for 20 hr. The cooled mixture was purified by flash chromatography to give a product (40 mg, 73%). RXN SMILES: C1CCN2C(=NCCC2)CC1.[C:12]([O:20][CH:21]([O:28][C:29]([NH:31][CH2:32][C:33]1([CH2:39][C:40]([O:42]CCC#N)=[O:41])[CH2:38][CH2:37][CH2:36][CH2:35][CH2:34]1)=[O:30])[C:22]1[CH:27]=[CH:26][CH:25]=[CH:24][CH:23]=1)(=[O:19])[C:13]1[CH:18]=[CH:17][CH:16]=[CH:15][CH:14]=1>C(Cl)Cl>[C:12]([O:20][CH:21]([O:28][C:29]([NH:31][CH2:32][C:33]1([CH2:39][C:40]([OH:42])=[O:41])[CH2:34][CH2:35][CH2:36][CH2:37][CH2:38]1)=[O:30])[C:22]1[CH:27]=[CH:26][CH:25]=[CH:24][CH:23]=1)(=[O:19])[C:13]1[CH:14]=[CH:15][CH:16]=[CH:17][CH:18]=1. Yield: 4.7%. The product is C(C1=CC=CC=C1)(=O)OC(C1=CC=CC=C1)OC(=O)NCC1(CCCCC1)CC(=O)O (1-{[(α-Benzoyloxybenzyloxy)carbonyl]aminomethyl}-1-Cyclohexane Acetic Acid). The reactants are C1CCC2=NCCCN2CC1 (DBU), C(C1=CC=CC=C1)(=O)OC(C1=CC=CC=C1)OC(=O)NCC1(CCCCC1)CC(=O)OCCC#N (2-Cyanoethyl 1-{[(α-Benzoyloxybenzyloxy)carbonyl]aminomethyl}-1-Cyclohexane Acetate), C1CCC2=NCCCN2CC1 (DBU). Reported procedure: DBU (79.2 mg, 78 μL, 0.520 mmol) was added to a solution of 2-cyanoethyl 1-{[(α-benzoyloxybenzyloxy)carbonyl]aminomethyl}-1-cyclohexane acetate (11) (166 mg, 0.347 mmol) in 10 mL of CH2Cl2 at −10° C. The reaction mixture was stirred at 0° C. for 1 hour, then allowed to warm to room temperature, stirred for two hours and cooled to 0° C. Another 78 μL of DBU was added, the reaction mixture was stirred for 3 hours at 0° C. and then allowed to warm to room temperature. The reaction mixture was dilut... Conditions: temperature 0 celsius, time 1 hour. Run in C(Cl)Cl (CH2Cl2), C(Cl)Cl (CH2Cl2). Starting materials: O[C@@H](CNC1=CC=C(C=C1)CCNC[C@@H](C1=CC(=C(C=C1)O)NC=O)O)C1=CC=CC=C1 (N-{2-[4-((R)-2-hydroxy-2-phenylethylamino)phenyl]ethyl}-(R)-2-hydroxy-2-(3-formamido-4-hydroxyphenyl)ethylamine), [Cl-].[NH4+] (ammonium chloride), O (water). The solvent is C(C)(C)O (isopropyl alcohol). Reaction conditions: time 20 hour. The product is Cl.O[C@@H](CNC1=CC=C(C=C1)CCNC[C@@H](C1=CC(=C(C=C1)O)NC=O)O)C1=CC=CC=C1 (N-{2-[4-((R)-2-hydroxy-2-phenylethylamino)phenyl]ethyl}-(R)-2-hydroxy-2-(3-formamido-4-hydroxyphenyl)ethylamine Monohydrochloride), O[C@@H](CNC1=CC=C(C=C1)CCNC[C@@H](C1=CC(=C(C=C1)O)NC=O)O)C1=CC=CC=C1 (N-{2-[4-((R)-2-hydroxy-2-phenylethylamino)phenyl]ethyl}-(R)-2-hydroxy-2-(3-formamido-4-hydroxyphenyl)ethylamine). The yield is 12.0%. Reaction SMILES: [OH:1][C@H:2]([C:27]1[CH:32]=[CH:31][CH:30]=[CH:29][CH:28]=1)[CH2:3][NH:4][C:5]1[CH:10]=[CH:9][C:8]([CH2:11][CH2:12][NH:13][CH2:14][C@H:15]([OH:26])[C:16]2[CH:21]=[CH:20][C:19]([OH:22])=[C:18]([NH:23][CH:24]=[O:25])[CH:17]=2)=[CH:7][CH:6]=1.[Cl-:33].[NH4+].O>C(O)(C)C>[ClH:33].[OH:1][C@H:2]([C:27]1[CH:28]=[CH:29][CH:30]=[CH:31][CH:32]=1)[CH2:3][NH:4][C:5]1[CH:10]=[CH:9][C:8]([CH2:11][CH2:12][NH:13][CH2:14][C@H:15]([OH:26])[C:16]2[CH:21]=[CH:20][C:19]([OH:22])=[C:18]([NH:23][CH:24]=[O:25])[CH:17]=2)=[CH:7][CH:6]=1.[OH:1][C@H:2]([C:27]1[CH:28]=[CH:29][CH:30]=[CH:31][CH:32]=1)[CH2:3][NH:4][C:5]1[CH:10]=[CH:9][C:8]([CH2:11][CH2:12][NH:13][CH2:14][C@H:15]([OH:26])[C:16]2[CH:21]=[CH:20][C:19]([OH:22])=[C:18]([NH:23][CH:24]=[O:25])[CH:17]=2)=[CH:7][CH:6]=1 |f:1.2,5.6|. Procedure details: In a 200 mL roundbottom flask, compound 1 (200 mg, 0.46 mmol) was dissolved in 40 mL isopropyl alcohol. The solution was stirred and vortexed at room temperature until it became homogeneous. A 7% (w/w) solution of ammonium chloride in water (20 mL, 26 mmol)) was then added dropwise to the stirring solution. The stirring was stopped and the solution was permitted to stand at room temperature for 20 h. White crystals formed. The crystals were collected on a Büchner funnel, washed with 1:1 isopropa... Reactants: Nc1ccc(Br)cc1F, CCOC(C)=O, CO, OB(O)Oc1ccc(Cl)cc1, [Na+], [Na+], O=C([O-])[O-], C1COCCO1, O. As a reaction SMILES: [Br:18][c:19]1[cH:20][c:21]([F:26])[c:22]([NH2:23])[cH:24][cH:25]1.[CH3:27][CH2:28][O:29][C:30](=[O:31])[CH3:32].[CH3:33][OH:34].[Cl:1][c:2]1[cH:3][cH:4][c:5]([O:8][B:9]([OH:10])[OH:11])[cH:6][cH:7]1.[Na+:12].[Na+:13].[O-:14][C:15](=[O:16])[O-:17].[O:36]1[CH2:37][CH2:38][O:39][CH2:40][CH2:41]1.[OH2:35]>>[Cl:1][c:2]1[cH:3][cH:4][c:5](-[c:19]2[cH:20][c:21]([F:26])[c:22]([NH2:23])[cH:24][cH:25]2)[cH:6][cH:7]1. Yields the product Nc1ccc(-c2ccc(Cl)cc2)cc1F. The reactants are BrC=1C=C2C(=C(C=NC2=CC1)C(CC)=O)NC1=CC=C(C=C1)CN(C)C (1-(6-bromo-4-((4-((dimethylamino)methyl)phenyl)amino)quinolin-3-yl)propan-1-one), ClC1=C(C(=CC(=C1)B1OC(C(O1)(C)C)(C)C)F)O (2-chloro-6-fluoro-4-(4,4,5,5-tetramethyl-1,3,2-dioxaborolan-2-yl)phenol). Yields the product ClC=1C=C(C=C(C1O)F)C=1C=C2C(=C(C=NC2=CC1)C(CC)=O)NC1=CC=C(C=C1)CN(C)C (1-(6-(3-chloro-5-fluoro-4-hydroxyphenyl)-4-((4-((dimethylamino)methyl)phenyl)amino)quinolin-3-yl)propan-1-one). Isolated yield 62.1%. As a reaction SMILES: Br[C:2]1[CH:3]=[C:4]2[C:9](=[CH:10][CH:11]=1)[N:8]=[CH:7][C:6]([C:12](=[O:15])[CH2:13][CH3:14])=[C:5]2[NH:16][C:17]1[CH:22]=[CH:21][C:20]([CH2:23][N:24]([CH3:26])[CH3:25])=[CH:19][CH:18]=1.[Cl:27][C:28]1[CH:33]=[C:32](B2OC(C)(C)C(C)(C)O2)[CH:31]=[C:30]([F:43])[C:29]=1[OH:44]>>[Cl:27][C:28]1[CH:33]=[C:32]([C:2]2[CH:3]=[C:4]3[C:9](=[CH:10][CH:11]=2)[N:8]=[CH:7][C:6]([C:12](=[O:15])[CH2:13][CH3:14])=[C:5]3[NH:16][C:17]2[CH:22]=[CH:21][C:20]([CH2:23][N:24]([CH3:25])[CH3:26])=[CH:19][CH:18]=2)[CH:31]=[C:30]([F:43])[C:29]=1[OH:44]. Procedure details: Following general procedure M, 1-(6-bromo-4-((4-((dimethylamino)methyl)phenyl)amino)quinolin-3-yl)propan-1-one (125 mg, 0.30 mmol) was reacted with 2-chloro-6-fluoro-4-(4,4,5,5-tetramethyl-1,3,2-dioxaborolan-2-yl)phenol (91 mg, 0.33 mmol) to afford the desired product (89 mg, 62%) as a yellow solid. 1H NMR (300 MHz, DMSO-d6) δ 11.00 (s, 1H), 9.02 (s, 1H), 8.09-7.88 (m, 3H), 7.35-7.18 (m, 4H), 7.16-7.09 (m, 2H), 3.42 (s, 2H), 3.09 (q, J=7.1 Hz, 2H), 2.14 (s, 6H), 0.98 (t, J=7.1 Hz, 3H). APCI MS m... Reactants: [N+](=O)([O-])C1CCCCC1 (Nitrocyclohexane), C(C1=CC=CC=C1)Br (benzylbromide), [H-].[Na+] (sodium hydride). The product is C(C1=CC=CC=C1)C1(CCCCC1)[N+](=O)[O-] (1-benzyl-1-nitrocyclohexane). Reaction SMILES: [N+:1]([CH:4]1[CH2:9][CH2:8][CH2:7][CH2:6][CH2:5]1)([O-:3])=[O:2].[CH2:10](Br)[C:11]1[CH:16]=[CH:15][CH:14]=[CH:13][CH:12]=1.[H-].[Na+]>>[CH2:10]([C:4]1([N+:1]([O-:3])=[O:2])[CH2:9][CH2:8][CH2:7][CH2:6][CH2:5]1)[C:11]1[CH:16]=[CH:15][CH:14]=[CH:13][CH:12]=1 |f:2.3|. Procedure details: Nitrocyclohexane and benzylbromide are subjected to condensation reaction in the presence of sodium hydride to obtain 1-benzyl-1-nitrocyclohexane. The product is reduced with lithium aluminum hydride to obtain 1-benzyl-1-aminocyclohexane. The product is reacted with methyl chloroformate to obtain 1-benzyl-1-methoxycarbonylaminocyclohexane, and the product is subjected to intramolecular cyclization in the presence of phosphorous oxychloride to obtain spiro[1,2,3,4-tetrahydroisoquinoline-2,1'-cycl...